This data is from the Open Reaction Database (ORD), a public repository of structured organic reaction records. The task is: describe an organic reaction: reactants, conditions, products, and yield The reactants are CC(C)=O, NCc1ccccc1, N=S, O, O=C(O)c1ccccc1C(=O)Nc1ccccc1. Product: O=C(NCc1ccccc1)Nc1ccccc1. RXN SMILES: [CH3:9][C:10]([CH3:11])=[O:12].[NH2:1][CH2:2][c:3]1[cH:4][cH:5][cH:6][cH:7][cH:8]1.[NH:13]=[S:14].[OH2:33].[c:15]1([NH:21][C:22](=[O:23])[c:24]2[cH:25][cH:26][cH:27][cH:28][c:29]2[C:30]([OH:31])=[O:32])[cH:16][cH:17][cH:18][cH:19][cH:20]1>>[NH:1]([CH2:2][c:3]1[cH:4][cH:5][cH:6][cH:7][cH:8]1)[C:22]([NH:21][c:15]1[cH:16][cH:17][cH:18][cH:19][cH:20]1)=[O:23]. Reactants: S1C=C(C=C1)C(=O)O (3-thiophenecarboxylic acid), [Li+].CC(C)[N-]C(C)C (LDA), ice water, [O-][Mn](=O)(=O)=O.[K+] (KMnO4), C(C1=CC=C(C=C1)OC)=O (p-anisaldehyde), NN.O (NH2NH2.H2O). Run in C1CCOC1 (THF). Reaction conditions: time 10 minute. Yields the product COC1=CC=C(C=C1)C1=NNC(C2=C1SC=C2)=O (7-(4-Methoxy-phenyl)-5H-thieno[2,3-d]pyridazin-4-one). As a reaction SMILES: [S:1]1[CH:5]=[CH:4][C:3]([C:6]([OH:8])=O)=[CH:2]1.[Li+].CC([N-]C(C)C)C.[CH:17](=O)[C:18]1[CH:23]=[CH:22][C:21]([O:24][CH3:25])=[CH:20][CH:19]=1.[O-][Mn](=O)(=O)=O.[K+].[NH2:33][NH2:34].O>C1COCC1>[CH3:25][O:24][C:21]1[CH:22]=[CH:23][C:18]([C:17]2[C:2]3[S:1][CH:5]=[CH:4][C:3]=3[C:6](=[O:8])[NH:34][N:33]=2)=[CH:19][CH:20]=1 |f:1.2,4.5,6.7|. Reported procedure: A solution of 3-thiophenecarboxylic acid (10 g, 78 mmol) in 250 mL of THF at 0° C. under N2 was added 2.0 M LDA (2.2 eq., 86 mL) dropwise. After 10 min at 0° C., p-anisaldehyde (10.6 mL, 1.12 eq.) was added and the mixture was slowly warmed to room temperature overnight. The reaction was stirred for ˜14 h, after which 100 mL of ice-water was added, and the solvent was evaporated. The aqueous solution was washed with EtOAc (2×40 mL), and then added KMnO4 (2 eq., 12.4 g) dropwise at 0° C. The ice-... The reactants are O=C([O-])[O-], CCCCCCCCc1ccc(-c2ccc(O)cc2)nc1, CCC(C)CCCCCBr, CCO, [I-], [K+], [K+], [Na+]. Yields the product CCCCCCCCc1ccc(-c2ccc(OCCCCCC(C)CC)cc2)nc1. RXN SMILES: [C:32](=[O:33])([O-:34])[O-:35].[CH2:1]([CH2:2][CH2:3][CH2:4][CH2:5][CH2:6][CH2:7][CH3:8])[c:9]1[cH:10][cH:11][c:12](-[c:15]2[cH:16][cH:17][c:18]([OH:21])[cH:19][cH:20]2)[n:13][cH:14]1.[CH3:22][CH:23]([CH2:24][CH2:25][CH2:26][CH2:27][CH2:28][Br:29])[CH2:30][CH3:31].[CH3:40][CH2:41][OH:42].[I-:39].[K+:36].[K+:37].[Na+:38]>>[CH2:1]([CH2:2][CH2:3][CH2:4][CH2:5][CH2:6][CH2:7][CH3:8])[c:9]1[cH:10][cH:11][c:12](-[c:15]2[cH:16][cH:17][c:18]([O:21][CH2:28][CH2:27][CH2:26][CH2:25][CH2:24][CH:23]([CH3:22])[CH2:30][CH3:31])[cH:19][cH:20]2)[n:13][cH:14]1.